This data is from the Open Reaction Database (ORD), a public repository of structured organic reaction records. The task is: describe an organic reaction: reactants, conditions, products, and yield Reactants: C(C1=CC=CC=C1)[C@H](C(=O)O)CC[C@@H](C(=O)N[C@@H]1C(N2[C@@H](SCC1)CCC[C@H]2C(=O)OC)=O)CC2=CC=CC=C2 ((2R,5R)-2,5-Dibenzyl-6-((4S,7S,10aS)-7-(methoxycarbonyl)-5-oxooctahydro-2H-pyrido[2,1-b][1,3]thiazepin-4-ylamino)-6-oxohexanoic acid), N[C@@H]1C(N(C\C=C/CC1)C1=CC=CC=C1)=O ((S,Z)-3-Amino-1-phenyl-1,4,5,8-tetrahydroazocin-2(3H)-one). The product is C(C1=CC=CC=C1)[C@H](C(=O)N[C@@H]1C(N2[C@@H](SCC1)CCC[C@H]2C(=O)OC)=O)CC[C@@H](C(N[C@@H]2C(N(C\C=C/CC2)C2=CC=CC=C2)=O)=O)CC2=CC=CC=C2 ((4S,7S,10aS)-Methyl 4-((2R,5R)-2,5-dibenzyl-6-oxo-6-((S,Z)-2-oxo-1-phenyl-1,2,3,4,5,8-hexahydroazocin-3-ylamino)hexanamido)-5-oxooctahydro-2H-pyrido[2,1-b][1,3]thiazepine-7-carboxylate), solid. Yield: 25.0%. As a reaction SMILES: [CH2:1]([C@@H:8]([CH2:12][CH2:13][C@H:14]([CH2:34][C:35]1[CH:40]=[CH:39][CH:38]=[CH:37][CH:36]=1)[C:15]([NH:17][C@H:18]1[CH2:24][CH2:23][S:22][C@H:21]2[CH2:25][CH2:26][CH2:27][C@@H:28]([C:29]([O:31][CH3:32])=[O:30])[N:20]2[C:19]1=[O:33])=[O:16])[C:9](O)=[O:10])[C:2]1[CH:7]=[CH:6][CH:5]=[CH:4][CH:3]=1.[NH2:41][C@H:42]1[CH2:49][CH2:48][CH:47]=[CH:46][CH2:45][N:44]([C:50]2[CH:55]=[CH:54][CH:53]=[CH:52][CH:51]=2)[C:43]1=[O:56]>>[CH2:34]([C@@H:14]([CH2:13][CH2:12][C@H:8]([CH2:1][C:2]1[CH:3]=[CH:4][CH:5]=[CH:6][CH:7]=1)[C:9](=[O:10])[NH:41][C@H:42]1[CH2:49][CH2:48][CH:47]=[CH:46][CH2:45][N:44]([C:50]2[CH:55]=[CH:54][CH:53]=[CH:52][CH:51]=2)[C:43]1=[O:56])[C:15]([NH:17][C@H:18]1[CH2:24][CH2:23][S:22][C@H:21]2[CH2:25][CH2:26][CH2:27][C@@H:28]([C:29]([O:31][CH3:32])=[O:30])[N:20]2[C:19]1=[O:33])=[O:16])[C:35]1[CH:40]=[CH:39][CH:38]=[CH:37][CH:36]=1. Procedure details: (4S,7S,10aS)-Methyl 4-((2R,5R)-2,5-dibenzyl-6-oxo-6-((S,Z)-2-oxo-1-phenyl-1,2,3,4,5,8-hexahydroazocin-3-ylamino)hexanamido)-5-oxooctahydro-2H-pyrido[2,1-b][1,3]thiazepine-7-carboxylate was synthesized as described in General Procedure H using Intermediate 23 (11 mg, 0.019 mmol) and Intermediate 63 (5.6 mg, 0.022 mmol) to give a white solid (3.5 mg, 25% yield). Anal. Calcd. for C44H52N4O6S m/z 764.4. found: 765.4 (M+H)+; 1H NMR (400 MHz, CDCl3) δ ppm 7.40-7.09 (16H, m), 7.00 (1H, d, J=7.1 Hz), 5.... Reactants: CC1=NC=CC(=C1)C(C[C@H](C1=C(C=CC=C1)C)C1=CC=C(C=C1)N1CCC(CC1)C(=O)O)=O (1-{4-[(S)-3-(2-methyl-pyridin-4-yl)-3-oxo-1-o-tolyl-propyl]-phenyl}-piperidine-4-carboxylic acid), Cl.NO (hydroxylamine hydrochloride), C(O)([O-])=O.[Na+] (sodium hydrogencarbonate). Yields the product O\N=C(/C[C@H](C1=C(C=CC=C1)C)C1=CC=C(C=C1)N1CCC(CC1)C(=O)O)\C1=CC(=NC=C1)C (1-{4-[(S)-3-[(E)-Hydroxyimino]-3-(2-methyl-pyridin-4-yl)-1-o-tolyl-propyl]-phenyl}-piperidine-4-carboxylic acid). As a reaction SMILES: [CH3:1][C:2]1[CH:7]=[C:6]([C:8](=O)[CH2:9][C@@H:10]([C:18]2[CH:23]=[CH:22][C:21]([N:24]3[CH2:29][CH2:28][CH:27]([C:30]([OH:32])=[O:31])[CH2:26][CH2:25]3)=[CH:20][CH:19]=2)[C:11]2[CH:16]=[CH:15][CH:14]=[CH:13][C:12]=2[CH3:17])[CH:5]=[CH:4][N:3]=1.Cl.[NH2:35][OH:36].C(=O)([O-])O.[Na+]>>[OH:36]/[N:35]=[C:8](/[C:6]1[CH:5]=[CH:4][N:3]=[C:2]([CH3:1])[CH:7]=1)\[CH2:9][C@@H:10]([C:18]1[CH:19]=[CH:20][C:21]([N:24]2[CH2:25][CH2:26][CH:27]([C:30]([OH:32])=[O:31])[CH2:28][CH2:29]2)=[CH:22][CH:23]=1)[C:11]1[CH:16]=[CH:15][CH:14]=[CH:13][C:12]=1[CH3:17] |f:1.2,3.4|. Reported procedure: In analogy to example 132, step 6, from 1-{4-[(S)-3-(2-methyl-pyridin-4-yl)-3-oxo-1-o-tolyl-propyl]-phenyl}-piperidine-4-carboxylic acid and hydroxylamine hydrochloride in the presence of sodium hydrogencarbonate was prepared the title compound as a yellow foam, MS (ESI−): m/z=456.3 ([M−H]−).